Dataset: the Open Reaction Database (ORD), a public repository of structured organic reaction records. Task: describe an organic reaction: reactants, conditions, products, and yield The reactants are O1CCNCCOCCNCC1 (1,7-dioxa-4,10-diazacyclododecane), CC(C(=O)Cl)(CC)C (2,2-dimethylbutyryl chloride). Yields the product CC(C(=O)N1CCOCCN(CCOCC1)C(C(CC)(C)C)=O)(CC)C (4,10-Bis(2,2-dimethylbutyroyl)-1,7-dioxa-4,10-diazacyclododecane). As a reaction SMILES: [O:1]1[CH2:12][CH2:11][NH:10][CH2:9][CH2:8][O:7][CH2:6][CH2:5][NH:4][CH2:3][CH2:2]1.[CH3:13][C:14]([CH3:20])([CH2:18][CH3:19])[C:15](Cl)=[O:16]>>[CH3:13][C:14]([CH3:20])([CH2:18][CH3:19])[C:15]([N:4]1[CH2:5][CH2:6][O:7][CH2:8][CH2:9][N:10]([C:15](=[O:16])[C:14]([CH3:20])([CH3:13])[CH2:18][CH3:19])[CH2:11][CH2:12][O:1][CH2:2][CH2:3]1)=[O:16]. Procedure: Analogously to Example 2 from 1,7-dioxa-4,10-diazacyclododecane and 2,2-dimethylbutyryl chloride. Reactants: N1N=NC(=C1)S(=O)(=O)N1CCN(CC1)C(=O)OC(C)(C)C (tert-butyl 4-(1H-1,2,3-triazol-4-ylsulfonyl)piperazine-1-carboxylate), C(=O)([O-])[O-].[K+].[K+] (K2CO3), CI (MeI). Run in CN(C)C=O (DMF). Reaction conditions: time 16 hour. Product: CN1N=NC(=C1)S(=O)(=O)N1CCN(CC1)C(=O)OC(C)(C)C (tert-butyl 4-(1-methyl-1H-1,2,3-triazol-4-ylsulfonyl)piperazine-1-carboxylate). RXN SMILES: [NH:1]1[CH:5]=[C:4]([S:6]([N:9]2[CH2:14][CH2:13][N:12]([C:15]([O:17][C:18]([CH3:21])([CH3:20])[CH3:19])=[O:16])[CH2:11][CH2:10]2)(=[O:8])=[O:7])[N:3]=[N:2]1.[C:22]([O-])([O-])=O.[K+].[K+].CI>CN(C=O)C>[CH3:22][N:1]1[CH:5]=[C:4]([S:6]([N:9]2[CH2:10][CH2:11][N:12]([C:15]([O:17][C:18]([CH3:21])([CH3:20])[CH3:19])=[O:16])[CH2:13][CH2:14]2)(=[O:8])=[O:7])[N:3]=[N:2]1 |f:1.2.3|. Procedure: To a solution tert-butyl 4-(1H-1,2,3-triazol-4-ylsulfonyl)piperazine-1-carboxylate (0.54 g, 1.15 mmol) in DMF (10 mL) at 0° C. was added K2CO3 (0.32 g, 2.30 mmol) followed by MeI (0.09 mL, 1.49 mmol) drop wise. Then the reaction mixture was stirred at room temperature for 16 hours. Then the reaction mixture was concentrated under reduced pressure and dissolved in CH2Cl2 (20 mL), washed with H2O (20 mL), dried (Na2SO4), filtered and concentrated under reduced pressure. The resulting residue was c... Starting materials: FC1=CC=C(C=C1)C1C(OC2=C1C(=C(C(=C2C)C)N)C)(C)C (3-(4-fluorophenyl)-2,2,4,6,7-pentamethyl-2,3-dihydro-1-benzofuran-5-amine), FC1=CC=C(C(=O)Cl)C=C1 (4-fluorobenzoyl chloride). Run in C(C)(=O)OCC.CCCCCC (Ethyl acetate hexane). Product: FC1=CC=C(C(=O)NC=2C(=C(C3=C(C(C(O3)(C)C)C3=CC=C(C=C3)F)C2C)C)C)C=C1 (4-Fluoro-N-[3-(4-fluorophenyl)-2,2,4,6,7-pentamethyl-2,3-dihydro-1-benzofuran-5-yl]benzamide). Yield: 75.0%. Reaction SMILES: [F:1][C:2]1[CH:7]=[CH:6][C:5]([CH:8]2[C:12]3[C:13]([CH3:20])=[C:14]([NH2:19])[C:15]([CH3:18])=[C:16]([CH3:17])[C:11]=3[O:10][C:9]2([CH3:22])[CH3:21])=[CH:4][CH:3]=1.[F:23][C:24]1[CH:32]=[CH:31][C:27]([C:28](Cl)=[O:29])=[CH:26][CH:25]=1>C(OCC)(=O)C.CCCCCC>[F:23][C:24]1[CH:32]=[CH:31][C:27]([C:28]([NH:19][C:14]2[C:15]([CH3:18])=[C:16]([CH3:17])[C:11]3[O:10][C:9]([CH3:22])([CH3:21])[CH:8]([C:5]4[CH:6]=[CH:7][C:2]([F:1])=[CH:3][CH:4]=4)[C:12]=3[C:13]=2[CH3:20])=[O:29])=[CH:26][CH:25]=1 |f:2.3|. Procedure details: By using 3-(4-fluorophenyl)-2,2,4,6,7-pentamethyl-2,3-dihydro-1-benzofuran-5-amine and 4-fluorobenzoyl chloride, the title compound was synthesized according to Example 1b. Yield: 75%. Melting point: 140-142° C. (Ethyl acetate-hexane) Reactants: mixture, ClC1=C(C(=C(C=C1OC)OC)Cl)C1=CC=C(C=2N=CC=NC12)C(=O)O (8-(2,6-dichloro-3,5-dimethoxy-phenyl)-quinoxaline-5-carboxylic acid), C(C)(C)(C)OC(=O)N1C(=NC(=C1)C(OCC)OCC)N (2-amino-4-diethoxymethyl-imidazole-1-carboxylic acid tert-butyl ester), CN(C)C(=[N+](C)C)ON1C2=C(C=CC=C2)N=N1.[B-](F)(F)(F)F (TBTU), CCN(C(C)C)C(C)C (DIEA), C(C)(C)(C)OC(=O)N1C(=NC(=C1)C(OCC)OCC)N (2-amino-4-diethoxymethyl-imidazole-1-carboxylic acid tert-butyl ester), CC1=CC=C(C=C1)S(=O)(=O)[O-].C1=CC=[NH+]C=C1 (PPTS), 470. Run in CC(=O)C (acetone), CN(C)C=O (DMF), CCOC(=O)C.O (EtOAc H2O), CCOC(=O)C.O (EtOAc H2O), O (H2O). Run at time 48 hour. Yields the product C(=O)C=1N=C(NC1)NC(=O)C=1C=2N=CC=NC2C(=CC1)C1=C(C(=CC(=C1Cl)OC)OC)Cl (8-(2,6-Dichloro-3,5-dimethoxy-phenyl)-quinoxaline-5-carboxylic acid (4-formyl-1H-imidazol-2-yl)-amide). Isolated yield 34.3%. As a reaction SMILES: [Cl:1][C:2]1[C:7]([O:8][CH3:9])=[CH:6][C:5]([O:10][CH3:11])=[C:4]([Cl:12])[C:3]=1[C:13]1[C:22]2[N:21]=[CH:20][CH:19]=[N:18][C:17]=2[C:16]([C:23](O)=[O:24])=[CH:15][CH:14]=1.C(OC([N:33]1[CH:37]=[C:36]([CH:38](OCC)[O:39]CC)[N:35]=[C:34]1[NH2:45])=O)(C)(C)C.CN(C(ON1N=NC2C=CC=CC1=2)=[N+](C)C)C.[B-](F)(F)(F)F.CCN(C(C)C)C(C)C.CC1C=CC(S([O-])(=O)=O)=CC=1.C1C=C[NH+]=CC=1>CN(C=O)C.CCOC(C)=O.O.CC(C)=O.O>[CH:38]([C:36]1[N:35]=[C:34]([NH:45][C:23]([C:16]2[C:17]3[N:18]=[CH:19][CH:20]=[N:21][C:22]=3[C:13]([C:3]3[C:4]([Cl:12])=[C:5]([O:10][CH3:11])[CH:6]=[C:7]([O:8][CH3:9])[C:2]=3[Cl:1])=[CH:14][CH:15]=2)=[O:24])[NH:33][CH:37]=1)=[O:39] |f:2.3,5.6,8.9|. Procedure details: A mixture of 8-(2,6-dichloro-3,5-dimethoxy-phenyl)-quinoxaline-5-carboxylic acid (300 mg, 0.791 mmol) (Step 179.1), 2-amino-4-diethoxymethyl-imidazole-1-carboxylic acid tert-butyl ester (226 mg, 0.791 mmol) (Step 179.8), TBTU (305 mg, 0.949 mmol, 1.2 equiv) and DIEA (409 mg, 3.17 mmol, 4 equiv) in DMF (6 mL) was stirred for 48 h at rt. After further addition of 2-amino-4-diethoxymethyl-imidazole-1-carboxylic acid tert-butyl ester (80 mg, 0.280 mmol) (Step 179.8), the reaction mixture was stirred... Reactants: BrC=1C=CC(=C(C(=O)O)C1)I (5-bromo-2-iodobenzoic acid), S(O)(O)(=O)=O (sulfuric acid), CO (methanol). Reaction conditions: temperature 20 celsius. The product is BrC=1C=CC(=C(C(=O)OC)C1)I (Methyl 5-bromo-2-iodobenzoate). Isolated yield 90.0%. RXN SMILES: [Br:1][C:2]1[CH:3]=[CH:4][C:5]([I:11])=[C:6]([CH:10]=1)[C:7]([OH:9])=[O:8].S(=O)(=O)(O)O.[CH3:17]O>>[Br:1][C:2]1[CH:3]=[CH:4][C:5]([I:11])=[C:6]([CH:10]=1)[C:7]([O:9][CH3:17])=[O:8]. Procedure details: Add 5-bromo-2-iodobenzoic acid (1998 g, 6.11 mol) portion wise to a 20° C. solution of sulfuric acid (100 mL) in methanol (13 L). Heat the suspension to reflux for 24 hours, then cool to 20° C. and remove the solvent under reduced pressure. Pour the residue into a 1:1 mixture of methyl-tert-butyl ether and ice water (20 L) and separate the phases. Extract the aqueous phase with methyl-tert-butyl ether (1.5 L), combine the organic phases and wash with aqueous 0.2 M NaOH (5 L), wash with saturated... The reactants are FC1=C(C=C(C=C1)C)OC1=CC=CC=C1 (4-fluoro-1-methyl-3-phenoxybenzene), C[N+]1(CCOCC1)[O-] (4-methylmorpholine-4-oxide), BrN1C(CCC1=O)=O (N-bromosuccinimide), C(C1=CC=CC=C1)(=O)OOC(C1=CC=CC=C1)=O (benzoyl peroxide). Solvent: C(Cl)(Cl)(Cl)Cl (carbon tetrachloride). Run at temperature 0 celsius, time 20 hour. The product is FC1=C(C=C(C=O)C=C1)OC1=CC=CC=C1 (4-Fluoro-3-phenoxybenzaldehyde). Isolated yield 8.5%. RXN SMILES: [F:1][C:2]1[CH:7]=[CH:6][C:5]([CH3:8])=[CH:4][C:3]=1[O:9][C:10]1[CH:15]=[CH:14][CH:13]=[CH:12][CH:11]=1.BrN1C(=[O:22])CCC1=O.C(OOC(=O)C1C=CC=CC=1)(=O)C1C=CC=CC=1.C[N+]1([O-])CCOCC1>C(Cl)(Cl)(Cl)Cl>[F:1][C:2]1[CH:7]=[CH:6][C:5]([CH:8]=[O:22])=[CH:4][C:3]=1[O:9][C:10]1[CH:11]=[CH:12][CH:13]=[CH:14][CH:15]=1. Reported procedure: Combine 4-fluoro-1-methyl-3-phenoxybenzene (2.43 g, 12.0 mmol), N-bromosuccinimide (4.92 g, 27.6 mmol), benzoyl peroxide (408 mg, 1.68 mmol), and carbon tetrachloride (55 mL). Heat the mixture at reflux temperature for 6.5 h and cool to 0° C. for 64 h. Filter the solids and concentrate the filtrate. Dissolve the residue in chloroform and wash with ice cold sodium carbonate solution. Dry the chloroform solution over sodium sulfate, filter and concentrate under reduced pressure. Dissolve the resid... The reactants are O (Water), ClCC(=O)NC=1C=NC(=CC1)OC=1C=C2CCC(OC2=CC1)C1=CC=CC=C1 (2-Chloro-N-[6-(2-phenylchroman-6-yloxy)-pyridin-3-yl]-acetamide), C([O-])([O-])=O.[K+].[K+] (potassium carbonate), OC1CCNCC1 (4-hydroxypiperidine). Solvent: C(C)#N (acetonitrile). The product is OC1CCN(CC1)CC(=O)NC=1C=NC(=CC1)OC=1C=C2CCC(OC2=CC1)C1=CC=CC=C1 (2-(4-Hydroxypiperidin-1-yl)-N-[6-(2-phenyl-chroman-6-yloxy)-pyridin-3-yl]-acetamide), hydrochloride salt. RXN SMILES: Cl[CH2:2][C:3]([NH:5][C:6]1[CH:7]=[N:8][C:9]([O:12][C:13]2[CH:14]=[C:15]3[C:20](=[CH:21][CH:22]=2)[O:19][CH:18]([C:23]2[CH:28]=[CH:27][CH:26]=[CH:25][CH:24]=2)[CH2:17][CH2:16]3)=[CH:10][CH:11]=1)=[O:4].C(=O)([O-])[O-].[K+].[K+].[OH:35][CH:36]1[CH2:41][CH2:40][NH:39][CH2:38][CH2:37]1.O>C(#N)C>[OH:35][CH:36]1[CH2:41][CH2:40][N:39]([CH2:2][C:3]([NH:5][C:6]2[CH:7]=[N:8][C:9]([O:12][C:13]3[CH:14]=[C:15]4[C:20](=[CH:21][CH:22]=3)[O:19][CH:18]([C:23]3[CH:28]=[CH:27][CH:26]=[CH:25][CH:24]=3)[CH2:17][CH2:16]4)=[CH:10][CH:11]=2)=[O:4])[CH2:38][CH2:37]1 |f:1.2.3|. Procedure details: To a solution of 2-Chloro-N-[6-(2-phenylchroman-6-yloxy)-pyridin-3-yl]-acetamide (200 mg) in acetonitrile was added potassium carbonate (133 mg) and 4-hydroxypiperidine (62 mg). The mixture was stirred at room temperature. Water was added to the reaction mixture. Solution was extracted with ethyl acetate. Organic extract was dried and evaporated. Product was purified by column chromatography using 10% methanol in methylene chloride as eluant. 2-(4-Hydroxypiperidin-1-yl)-N-[6-(2-phenyl-chroman-6-...